Dataset: the Open Reaction Database (ORD), a public repository of structured organic reaction records. Task: describe an organic reaction: reactants, conditions, products, and yield The solvent is CN(C)C=O (DMF). Yields the product ClC=1C=CC(=C(C(=O)O)C1)NC(CNC1=CC=CC=C1)=O (5-Chloro-2-[(N-phenylamino)acetamido]benzoic Acid). Procedure details: A solution of 5-chloro-2-(bromoacetamido)benzoic acid from Example 41 (10 g, 0.03 mol), aniline (8 g, 7.8 mL, 250 mol %) and DMF (60 mL) was heated at 100-110° C. for 4 h. The reaction mixture was poured into ice-water (200 mL) and the resulting solid product was solubilized by adding 5% KOH (40 mL). The mixture was extracted with CH2Cl2 (3×100 mL) and the aqueous layer was acidified with 5% HBr to pH=3 and extracted with EtOAc (3×200 mL). The EtOAc washings were dried (Na2SO4), filtered and con... As a reaction SMILES: [Cl:1][C:2]1[CH:3]=[CH:4][C:5]([NH:11][C:12](=[O:15])[CH2:13]Br)=[C:6]([CH:10]=1)[C:7]([OH:9])=[O:8].[NH2:16][C:17]1[CH:22]=[CH:21][CH:20]=[CH:19][CH:18]=1.[OH-].[K+]>CN(C=O)C>[Cl:1][C:2]1[CH:3]=[CH:4][C:5]([NH:11][C:12](=[O:15])[CH2:13][NH:16][C:17]2[CH:22]=[CH:21][CH:20]=[CH:19][CH:18]=2)=[C:6]([CH:10]=1)[C:7]([OH:9])=[O:8] |f:2.3|. Reactants: [OH-].[K+] (KOH), ClC=1C=CC(=C(C(=O)O)C1)NC(CBr)=O (5-Chloro-2-(bromoacetamido)benzoic Acid), NC1=CC=CC=C1 (aniline), ice water. The reactants are Clc1cc(OCc2ccccc2)ccn1, Cc1ccccc1, CC1(C)c2cccc(P(c3ccccc3)c3ccccc3)c2Oc2c(P(c3ccccc3)c3ccccc3)cccc21, O=C(C=Cc1ccccc1)C=Cc1ccccc1, O=C(C=Cc1ccccc1)C=Cc1ccccc1, O=C(C=Cc1ccccc1)C=Cc1ccccc1, [K+], [K+], [K+], Cc1csc(N)n1, O, O=P([O-])([O-])[O-], [Pd], [Pd]. Yields the product Cc1csc(Nc2cc(OCc3ccccc3)ccn2)n1. RXN SMILES: [CH2:8]([c:9]1[cH:10][cH:11][cH:12][cH:13][cH:14]1)[O:15][c:16]1[cH:17][c:18]([Cl:22])[n:19][cH:20][cH:21]1.[CH3:130][c:131]1[cH:132][cH:133][cH:134][cH:135][cH:136]1.[CH3:31][C:32]1([CH3:33])[c:34]2[cH:35][cH:36][cH:37][c:38]([P:39]([c:40]3[cH:41][cH:42][cH:43][cH:44][cH:45]3)[c:46]3[cH:47][cH:48][cH:49][cH:50][cH:51]3)[c:52]2[O:53][c:54]2[c:55]1[cH:56][cH:57][cH:58][c:59]2[P:60]([c:61]1[cH:62][cH:63][cH:64][cH:65][cH:66]1)[c:67]1[cH:68][cH:69][cH:70][cH:71][cH:72]1.[CH:111](=[CH:112][C:113]([CH:114]=[CH:115][c:116]1[cH:117][cH:118][cH:119][cH:120][cH:121]1)=[O:122])[c:123]1[cH:124][cH:125][cH:126][cH:127][cH:128]1.[CH:75](=[CH:76][C:77]([CH:78]=[CH:79][c:80]1[cH:81][cH:82][cH:83][cH:84][cH:85]1)=[O:86])[c:87]1[cH:88][cH:89][cH:90][cH:91][cH:92]1.[CH:93](=[CH:94][C:95]([CH:96]=[CH:97][c:98]1[cH:99][cH:100][cH:101][cH:102][cH:103]1)=[O:104])[c:105]1[cH:106][cH:107][cH:108][cH:109][cH:110]1.[K+:28].[K+:29].[K+:30].[NH2:1][c:2]1[s:3][cH:4][c:5]([CH3:7])[n:6]1.[OH2:129].[P:23]([O-:24])([O-:25])([O-:26])=[O:27].[Pd:73].[Pd:74]>>[NH:1]([c:2]1[s:3][cH:4][c:5]([CH3:7])[n:6]1)[c:18]1[cH:17][c:16]([O:15][CH2:8][c:9]2[cH:10][cH:11][cH:12][cH:13][cH:14]2)[cH:21][cH:20][n:19]1. Reactants: C1(=CC=C(C=C1)S(=O)(=O)OCCO[C@H]1C[C@H](CCC1)OCC=1N=C(OC1C)C=1C=C(C=CC1)C)C ((1R,3S)-[3-(5-methyl-2-m-tolyloxazol-4-ylmethoxy)cyclohexyloxy)ethyl toluene-4-sulfonate), C(=O)(C(F)(F)F)O (TFA), FC=1C=C2C=C(NC2=C(C1)F)C(=O)O (5,7-difluoroindolecarboxylic acid), [H-].[Na+] (sodium hydride). Run in CN(C)C=O (DMF), CN(C)C=O (DMF). Run at temperature 65 celsius, time 30 minute. Product: FC=1C=C2C=C(N(C2=C(C1)F)CCO[C@H]1C[C@H](CCC1)OCC=1N=C(OC1C)C=1C=C(C=CC1)C)C(=O)O ((1R,3S)-5,7-Difluoro-1-{2-[3-(5-methyl-2-m-tolyloxazol-4-ylmethoxy)cyclohexyloxy]ethyl}-1H-indole-2-carboxylic acid). As a reaction SMILES: [F:1][C:2]1[CH:3]=[C:4]2[C:8](=[C:9]([F:11])[CH:10]=1)[NH:7][C:6]([C:12]([OH:14])=[O:13])=[CH:5]2.[H-].[Na+].C1(C)C=CC(S(O[CH2:27][CH2:28][O:29][C@@H:30]2[CH2:35][CH2:34][CH2:33][C@H:32]([O:36][CH2:37][C:38]3[N:39]=[C:40]([C:44]4[CH:45]=[C:46]([CH3:50])[CH:47]=[CH:48][CH:49]=4)[O:41][C:42]=3[CH3:43])[CH2:31]2)(=O)=O)=CC=1.C(O)(C(F)(F)F)=O>CN(C=O)C>[F:1][C:2]1[CH:3]=[C:4]2[C:8](=[C:9]([F:11])[CH:10]=1)[N:7]([CH2:27][CH2:28][O:29][C@@H:30]1[CH2:35][CH2:34][CH2:33][C@H:32]([O:36][CH2:37][C:38]3[N:39]=[C:40]([C:44]4[CH:45]=[C:46]([CH3:50])[CH:47]=[CH:48][CH:49]=4)[O:41][C:42]=3[CH3:43])[CH2:31]1)[C:6]([C:12]([OH:14])=[O:13])=[CH:5]2 |f:1.2|. Procedure details: 79 mg of 5,7-difluoroindolecarboxylic acid are dissolved in 2 ml of dried DMF, and 34 mg of 60 percent strength sodium hydride suspension are added. After 30 min at room temperature, 100 mg of ((1R,3S)-[3-(5-methyl-2-m-tolyloxazol-4-ylmethoxy)cyclohexyloxy)ethyl toluene-4-sulfonate, dissolved in 2 ml of DMF, are added. The mixture is stirred at 65° C. until the reaction has gone to completion (monitored by LC-MS). 50 μl of TFA are added, the mixture is filtered and the residue is purified by RP-... Reactants: ClC1=NC=C(C(=C1)I)C(F)(F)F (2-chloro-4-iodo-5-(trifluoromethyl)pyridine), NC1=C(C=CC=C1)S(=O)(=O)NC (2-amino-N-methylbenzenesulfonamide), CC1(C2=C(C(=CC=C2)P(C3=CC=CC=C3)C4=CC=CC=C4)OC5=C(C=CC=C51)P(C6=CC=CC=C6)C7=CC=CC=C7)C (xantphos), C([O-])([O-])=O.[Cs+].[Cs+] (cesium carbonate). The reagents and catalysts are C=1C=CC(=CC1)/C=C/C(=O)/C=C/C2=CC=CC=C2.C=1C=CC(=CC1)/C=C/C(=O)/C=C/C2=CC=CC=C2.C=1C=CC(=CC1)/C=C/C(=O)/C=C/C2=CC=CC=C2.[Pd].[Pd] (Pd2(dba)3). Run in O1CCOCC1 (dioxane). The product is ClC1=NC=C(C(=C1)NC1=C(C=CC=C1)S(=O)(=O)NC)C(F)(F)F (2-(2-chloro-5-(trifluoromethyl)pyridin-4-ylamino)-N-methylbenzenesulfonamide). As a reaction SMILES: [Cl:1][C:2]1[CH:7]=[C:6](I)[C:5]([C:9]([F:12])([F:11])[F:10])=[CH:4][N:3]=1.[NH2:13][C:14]1[CH:19]=[CH:18][CH:17]=[CH:16][C:15]=1[S:20]([NH:23][CH3:24])(=[O:22])=[O:21].CC1(C)C2C(=C(P(C3C=CC=CC=3)C3C=CC=CC=3)C=CC=2)OC2C(P(C3C=CC=CC=3)C3C=CC=CC=3)=CC=CC1=2.C(=O)([O-])[O-].[Cs+].[Cs+]>O1CCOCC1.C1C=CC(/C=C/C(/C=C/C2C=CC=CC=2)=O)=CC=1.C1C=CC(/C=C/C(/C=C/C2C=CC=CC=2)=O)=CC=1.C1C=CC(/C=C/C(/C=C/C2C=CC=CC=2)=O)=CC=1.[Pd].[Pd]>[Cl:1][C:2]1[CH:7]=[C:6]([NH:13][C:14]2[CH:19]=[CH:18][CH:17]=[CH:16][C:15]=2[S:20]([NH:23][CH3:24])(=[O:22])=[O:21])[C:5]([C:9]([F:12])([F:11])[F:10])=[CH:4][N:3]=1 |f:3.4.5,7.8.9.10.11|. Procedure: Method B was applied to a mixture of 2-chloro-4-iodo-5-(trifluoromethyl)pyridine (40 mg, 0.13 mmol), 2-amino-N-methylbenzenesulfonamide (22 mg, 0.12 mmol), Pd2(dba)3 (11 mg, 0.012 mmol), xantphos (12 mg, 0.021 mmol) and cesium carbonate (79 mg, 0.24 mmol) in dioxane (3.5 ml). Starting materials: O=C([O-])O, CCc1c(-c2ccc(OC)cc2)c2cc(-c3ccc(OCCN4CCCCC4)cc3)c3cccc1n32, CO, ClCCl, Cl, [Na+], O, c1cc[nH+]cc1. Product: CCc1c(-c2ccc(O)cc2)c2cc(-c3ccc(OCCN4CCCCC4)cc3)c3cccc1n32. As a reaction SMILES: [C:45](=[O:46])([O-:47])[OH:48].[CH2:1]([CH3:2])[c:3]1[c:4](-[c:29]2[cH:30][cH:31][c:32]([O:35][CH3:36])[cH:33][cH:34]2)[c:5]2[n:6]3[c:7]([cH:8][cH:9][cH:10][c:11]13)[c:12](-[c:14]1[cH:15][cH:16][c:17]([O:20][CH2:21][CH2:22][N:23]3[CH2:24][CH2:25][CH2:26][CH2:27][CH2:28]3)[cH:18][cH:19]1)[cH:13]2.[CH3:50][OH:51].[Cl:52][CH2:53][Cl:54].[ClH:37].[Na+:49].[OH2:44].[nH+:38]1[cH:39][cH:40][cH:41][cH:42][cH:43]1>>[CH2:1]([CH3:2])[c:3]1[c:4](-[c:29]2[cH:30][cH:31][c:32]([OH:35])[cH:33][cH:34]2)[c:5]2[n:6]3[c:7]([cH:8][cH:9][cH:10][c:11]13)[c:12](-[c:14]1[cH:15][cH:16][c:17]([O:20][CH2:21][CH2:22][N:23]3[CH2:24][CH2:25][CH2:26][CH2:27][CH2:28]3)[cH:18][cH:19]1)[cH:13]2.